Dataset: the Open Reaction Database (ORD), a public repository of structured organic reaction records. Task: describe an organic reaction: reactants, conditions, products, and yield Conditions: time 20 minute. Reactants: OC1=C(C=C(C=C1C)C=1C=C(C(NN1)=O)C=1NC2=CC=CC=C2C1)C (6-(4-hydroxy-3,5-dimethyl-phenyl)-4-(1H-indol-2-yl)-2H-pyridazin-3-one), BrN1C(CCC1=O)=O (N-bromosuccinimide). Reported procedure: 10 mg of 6-(4-hydroxy-3,5-dimethyl-phenyl)-4-(1H-indol-2-yl)-2H-pyridazin-3-one is dissolved in 400 μl of acetone and 5.3 mg of N-bromosuccinimide is added. The solution is stirred at RT for 20 min and the product is purified by preparative RP-HPLC eluting with a gradient of 0-100% acetonitrile in water (+0.01% trifluoroacetic acid). Yield 4 mg. LC-MS (ES+) 409/411 (M)+. Product: BrC1=C(NC2=CC=CC=C12)C=1C(NN=C(C1)C1=CC(=C(C(=C1)C)O)C)=O (4-(3-Bromo-1H-indol-2-yl)-6-(4-hydroxy-3,5-dimethyl-phenyl)-2H-pyridazin-3-one). As a reaction SMILES: [OH:1][C:2]1[C:7]([CH3:8])=[CH:6][C:5]([C:9]2[CH:10]=[C:11]([C:16]3[NH:17][C:18]4[C:23]([CH:24]=3)=[CH:22][CH:21]=[CH:20][CH:19]=4)[C:12](=[O:15])[NH:13][N:14]=2)=[CH:4][C:3]=1[CH3:25].[Br:26]N1C(=O)CCC1=O>CC(C)=O>[Br:26][C:24]1[C:23]2[C:18](=[CH:19][CH:20]=[CH:21][CH:22]=2)[NH:17][C:16]=1[C:11]1[C:12](=[O:15])[NH:13][N:14]=[C:9]([C:5]2[CH:6]=[C:7]([CH3:8])[C:2]([OH:1])=[C:3]([CH3:25])[CH:4]=2)[CH:10]=1. Solvent: CC(=O)C (acetone). The reactants are [BH4-].[Na+] (Sodium borohydride), BrC1=C(C=CC2=CC(=CC=C12)C(=O)C1=C(OC2=C1C=CC=C2)CCCC)O (1-bromo-6-(2-butyl-benzofuran-3-carbonyl)-naphthalen-2-ol), CO (methyl alcohol), Cl (HCl). Solvent: O (water). Conditions: time 1 hour. Yields the product BrC1=C(C=CC2=CC(=CC=C12)C(O)C1=C(OC2=C1C=CC=C2)CCCC)O (1-Bromo-6-[(2-butyl-benzofuran-3-yl)-hydroxy-methyl]-naphthalen-2-ol). The yield is 86.4%. Reaction SMILES: [BH4-].[Na+].[Br:3][C:4]1[C:13]2[C:8](=[CH:9][C:10]([C:14]([C:16]3[C:20]4[CH:21]=[CH:22][CH:23]=[CH:24][C:19]=4[O:18][C:17]=3[CH2:25][CH2:26][CH2:27][CH3:28])=[O:15])=[CH:11][CH:12]=2)[CH:7]=[CH:6][C:5]=1[OH:29].CO.Cl>O>[Br:3][C:4]1[C:13]2[C:8](=[CH:9][C:10]([CH:14]([C:16]3[C:20]4[CH:21]=[CH:22][CH:23]=[CH:24][C:19]=4[O:18][C:17]=3[CH2:25][CH2:26][CH2:27][CH3:28])[OH:15])=[CH:11][CH:12]=2)[CH:7]=[CH:6][C:5]=1[OH:29] |f:0.1|. Procedure: Sodium borohydride (0.33 g, 8.98 mmol) was added into a mixture of 1-bromo-6-(2-butyl-benzofuran-3-carbonyl)-naphthalen-2-ol (1.9 g, 4.49 mmol) and methyl alcohol (10 mL). The reaction mixture was stirred for 1 hour poured into water, acidified with HCl (2 N) and extracted with ethyl ether. The organic extracts were dried over MgSO4. Evaporation and purification by flash chromatography on silica gel (hexanes/EtOAc 2:1) gave an off-white solid(1.65 g): MS m/e 424 (M+); Starting materials: CCN=C=NCCCN(C)C, CCN(C(C)C)C(C)C, Clc1ccccc1OC1CCNCC1, Cl, Cl, CN(C)C=O, O, On1nnc2ccccc21, O=C(O)CNC(=O)c1ccc(-c2ccccc2)cn1. Product: O=C(NCC(=O)N1CCC(Oc2ccccc2Cl)CC1)c1ccc(-c2ccccc2)cn1. As a reaction SMILES: [CH3:39][CH2:40][N:41]=[C:42]=[N:43][CH2:44][CH2:45][CH2:46][N:47]([CH3:48])[CH3:49].[CH:20]([N:21]([CH2:22][CH3:23])[CH:24]([CH3:25])[CH3:26])([CH3:27])[CH3:28].[Cl:52][c:53]1[c:54]([O:55][CH:56]2[CH2:57][CH2:58][NH:59][CH2:60][CH2:61]2)[cH:62][cH:63][cH:64][cH:65]1.[ClH:50].[ClH:51].[O:66]=[CH:67][N:68]([CH3:69])[CH3:70].[OH2:71].[OH:29][n:30]1[c:31]2[c:32]([cH:33][cH:34][cH:35][cH:36]2)[n:37][n:38]1.[c:1]1(-[c:7]2[cH:8][cH:9][c:10]([C:13](=[O:14])[NH:15][CH2:16][C:17](=[O:18])[OH:19])[n:11][cH:12]2)[cH:2][cH:3][cH:4][cH:5][cH:6]1>>[c:1]1(-[c:7]2[cH:8][cH:9][c:10]([C:13](=[O:14])[NH:15][CH2:16][C:17](=[O:19])[N:59]3[CH2:58][CH2:57][CH:56]([O:55][c:54]4[c:53]([Cl:52])[cH:65][cH:64][cH:63][cH:62]4)[CH2:61][CH2:60]3)[n:11][cH:12]2)[cH:2][cH:3][cH:4][cH:5][cH:6]1. Starting materials: CC(=O)c1cccc(C#N)c1, NOCc1ccccc1, CO, Cl, c1ccncc1. As a reaction SMILES: [C:1]([CH3:2])(=[O:3])[c:4]1[cH:5][c:6]([C:7]#[N:8])[cH:9][cH:10][cH:11]1.[CH2:13]([c:14]1[cH:15][cH:16][cH:17][cH:18][cH:19]1)[O:20][NH2:21].[CH3:28][OH:29].[ClH:12].[cH:22]1[cH:23][cH:24][n:25][cH:26][cH:27]1>>[C:1]([CH3:2])([c:4]1[cH:5][c:6]([C:7]#[N:8])[cH:9][cH:10][cH:11]1)=[N:21][O:20][CH2:13][c:14]1[cH:15][cH:16][cH:17][cH:18][cH:19]1. The product is CC(=NOCc1ccccc1)c1cccc(C#N)c1. Starting materials: CO, CNC(=O)c1nn(C)cc1[N+](=O)[O-]. The product is CNC(=O)c1nn(C)cc1N. RXN SMILES: [CH3:14][OH:15].[CH3:1][NH:2][C:3](=[O:4])[c:5]1[n:6][n:7]([CH3:13])[cH:8][c:9]1[N+:10]([O-:11])=[O:12]>>[CH3:1][NH:2][C:3](=[O:4])[c:5]1[n:6][n:7]([CH3:13])[cH:8][c:9]1[NH2:10]. Run in CCCCC (pentane), CCCCC (pentane). Run at time 6 day. Reaction SMILES: [C:1]([N:5]=[N:6][C:7]1([N:13]=[C:14]=[S:15])[CH2:12][CH2:11][CH2:10][CH2:9][CH2:8]1)([CH3:4])([CH3:3])[CH3:2].[NH2:16][C:17]1[CH:22]=[CH:21][CH:20]=[CH:19][CH:18]=1.[N-]=C=S>CCCCC>[C:1]([N:5]=[N:6][C:7]1([NH:13][C:14]([NH:16][C:17]2[CH:22]=[CH:21][CH:20]=[CH:19][CH:18]=2)=[S:15])[CH2:8][CH2:9][CH2:10][CH2:11][CH2:12]1)([CH3:4])([CH3:2])[CH3:3]. Procedure: To 8.4 grams (.0363 moles) of 1-t-butylazo-1-isothiocyanatocyclohexane stirred with a magnetic stirrer in a 50 ml erlenmeyer flask was added 3.39 grams (.0363 moles) of aniline. The reaction mixture was diluted with pentane and stirred for 6 days. The pentane was stripped from the reaction mixture to leave a white solid weighing 11.5 grams (97% crude yield). The product melted at 110°-113° C. and its infrared spectrum had strong bands at 1515 and 1550 cm-1 and moderate NH bands at 3150 and 3280 ... Reactants: C(C)(C)(C)N=NC1(CCCCC1)N=C=S (1-t-butylazo-1-isothiocyanatocyclohexane), [N-]=C=S (isothiocyanate), NC1=CC=CC=C1 (aniline), product. Product: C(C)(C)(C)N=NC1(CCCCC1)NC(=S)NC1=CC=CC=C1 (N-[1-(t-Butylazo)cyclohexyl]-N'-phenylthiourea). Starting materials: C(=O)(C(F)(F)F)O (TFA), FC(C1=C(C=CC=C1)C1=CC=C(C=C1)C(=O)O)(F)F (2′-trifluoromethylbiphenyl-4-carboxylic acid), C1CCC(CC1)N=C=NC2CCCCC2 (DCC), C(C)(C)(C)OC(NC1CCC2=CC=C(C=C12)N=C(C)NCCC1=CC=C(C=C1)F)=O ((6-(1-((4-fluorobenzyl)methylamino)ethylideneamino)indan-1-yl)carbamic acid tert-butyl ester), C(=O)(C(F)(F)F)O (TFA). Solvent: C(Cl)Cl (methylene chloride), C(Cl)Cl (methylene chloride). Product: FC1=CC=C(CCNC(C)=NC2=CC=C3CC[C@H](C3=C2)NC(=O)C2=CC=C(C=C2)C2=C(C=CC=C2)C(F)(F)F)C=C1 (2′-Trifluoromethylbiphenyl-4-carboxylic acid (R)-(6-(1-((4-fluorobenzyl)methylamino)ethylideneamino)indan-1-yl)amide). The yield is 46.8%. As a reaction SMILES: [F:1][C:2]([F:19])([F:18])[C:3]1[CH:8]=[CH:7][CH:6]=[CH:5][C:4]=1[C:9]1[CH:14]=[CH:13][C:12]([C:15]([OH:17])=O)=[CH:11][CH:10]=1.C1CCC(N=C=NC2CCCCC2)CC1.C(OC(=O)[NH:41][CH:42]1[C:50]2[C:45](=[CH:46][CH:47]=[C:48]([N:51]=[C:52]([NH:54][CH2:55][CH2:56][C:57]3[CH:62]=[CH:61][C:60]([F:63])=[CH:59][CH:58]=3)[CH3:53])[CH:49]=2)[CH2:44][CH2:43]1)(C)(C)C.C(O)(C(F)(F)F)=O>C(Cl)Cl>[F:63][C:60]1[CH:59]=[CH:58][C:57]([CH2:56][CH2:55][NH:54][C:52](=[N:51][C:48]2[CH:49]=[C:50]3[C:45]([CH2:44][CH2:43][C@H:42]3[NH:41][C:15]([C:12]3[CH:11]=[CH:10][C:9]([C:4]4[CH:5]=[CH:6][CH:7]=[CH:8][C:3]=4[C:2]([F:1])([F:19])[F:18])=[CH:14][CH:13]=3)=[O:17])=[CH:46][CH:47]=2)[CH3:53])=[CH:62][CH:61]=1. Procedure: Stir a mixture of 2′-trifluoromethylbiphenyl-4-carboxylic acid (100 mg, 0.376 mmol), N-hydroxysuccinimmide (43 mg, 0.376 mmol) and DCC (77 mg, 0.376 mmol) in 15 mL of methylene chloride at rt for 2 h. Combine (6-(1-((4-fluorobenzyl)methylamino)ethylideneamino)indan-1-yl)carbamic acid tert-butyl ester (129 mg. 0.313 mmol) with TFA (2 mL) at 0° C. and stir for 2 hr. Evaporate TFA under reduced pressure. Dissolve the residue in methylene chloride and evaporate to dryness; repeat this three times. A... Reactants: BrC1=CC=C2C(N3C(=NC2=C1)CCCCC3)=O (3-bromo-7,8,9,10-tetrahydroazepino[2,1-b]quinazolin-12(6H)-one), Cl (HCl), O (water). The reagents and catalysts are [Zn] (zinc). The solvent is CO (MeOH). Conditions: temperature 75 celsius, time 30 minute. The product is BrC1=CC=C2CN3C(=NC2=C1)CCCCC3 (3-bromo-6,7,8,9,10,12-hexahydroazepino[2,1-b]quinazoline). RXN SMILES: [Br:1][C:2]1[CH:11]=[C:10]2[C:5]([C:6](=O)[N:7]3[CH2:16][CH2:15][CH2:14][CH2:13][CH2:12][C:8]3=[N:9]2)=[CH:4][CH:3]=1.Cl.O>CO.[Zn]>[Br:1][C:2]1[CH:11]=[C:10]2[C:5]([CH2:6][N:7]3[CH2:16][CH2:15][CH2:14][CH2:13][CH2:12][C:8]3=[N:9]2)=[CH:4][CH:3]=1. Reported procedure: A mixture of 3-bromo-7,8,9,10-tetrahydroazepino[2,1-b]quinazolin-12(6H)-one (200 mg, 0.21 mmol, 1.0 equiv) and excess zinc powder, HCl (37%, 1 mL) in MeOH (4 mL) was stirred at 75° C. for 30 min. The reaction mixture was poured into water (50 mL) and extracted with ethyl acetate (3×20 mL). The combined organic layer was concentrated under reduced pressure. The residue was purified by silica gel chromatography to give the desired product. MS (ESI): 279, 281 (MH+). RXN SMILES: [CH3:13][C:14](=[O:15])[O:16][C:17](=[O:18])[CH3:19].[CH3:21][C:22](=[O:23])[OH:24].[ClH:20].[SH:1][c:2]1[c:3]([C:4](=[O:5])[OH:6])[cH:7][cH:8][cH:9][c:10]1[O:11][CH3:12]>>[S:1]([c:2]1[c:3]([C:4](=[O:5])[OH:6])[cH:7][cH:8][cH:9][c:10]1[O:11][CH3:12])[C:14]([CH3:13])=[O:15]. Starting materials: CC(=O)OC(C)=O, CC(=O)O, Cl, COc1cccc(C(=O)O)c1S. The product is COc1cccc(C(=O)O)c1SC(C)=O. The reactants are COC([C@H](CC(=O)OCC1=CC=CC=C1)N[C@@H](CC(C)C)C(=O)OC)=O ((S,S)-2-(1-Methoxycarbonyl-3-methyl-butylamino)-succinic acid 4-benzyl ester 1-methyl ester), COC(C(CC(C)C)CS(=O)(=O)C(F)(F)F)=O (4-methyl-2-trifluoromethanesulfonylmethyl-pentanoic acid methyl ester), C(C)(C)N(C(C)C)CC (N,N-diisopropylethylamine), 49-2. The solvent is C(Cl)Cl (methylene chloride). Reaction SMILES: COC(=O)[C@@H](N[C@H](C(OC)=O)CC(C)C)CC(OC[C:10]1[CH:15]=[CH:14][CH:13]=[CH:12][CH:11]=1)=O.COC(=O)C(C[S:36]([C:39](F)(F)F)(=O)=O)CC(C)C.C([N:47](CC)C(C)C)(C)C>C(Cl)Cl>[S:36]1[C:15]2[CH:14]=[CH:13][CH:12]=[CH:11][C:10]=2[N:47]=[CH:39]1. Conditions: time 8 hour. Product: S1C=NC2=C1C=CC=C2 (Benzothiazole). Procedure: (S)-2-Amino-succinic acid 4-benzyl ester 1-methyl ester. To a solution of 2-tert-butoxycarbonylamino-succinic acid 4-benzyl ester (25 g, 77.31 mmol) in 2:1 mixture of toluene and methanol (200 ml, 100 ml) at 0° C. was added trimethylsilyldiazomethane (58 ml, 116 mmol) dropwise until a yellow color persisted. After stirring for ten minutes, the reaction was concentrated in vacuo. Purification by silica gel chromatography (10–30% ethyl acetate/hexane) gave 21.2 g of 2-tert-butoxycarbonylamino-succ...